From a dataset of the Open Reaction Database (ORD), a public repository of structured organic reaction records. describe an organic reaction: reactants, conditions, products, and yield Starting materials: CCOC(C)=O, CCc1c(C)c(NC(=O)OCC(Cl)(Cl)Cl)c(C)c2c1OCC2c1ccc(C(C)C)cc1, CCCCCC, NCCO. The product is CCc1c(C)c(NC(=O)NCCO)c(C)c2c1OCC2c1ccc(C(C)C)cc1. RXN SMILES: [C:36]([O:37][CH2:38][CH3:39])(=[O:40])[CH3:41].[CH2:1]([CH3:2])[c:3]1[c:4]([CH3:31])[c:5]([NH:22][C:23]([O:24][CH2:25][C:26]([Cl:27])([Cl:28])[Cl:29])=[O:30])[c:6]([CH3:21])[c:7]2[c:11]1[O:10][CH2:9][CH:8]2[c:12]1[cH:13][cH:14][c:15]([CH:18]([CH3:19])[CH3:20])[cH:16][cH:17]1.[CH3:42][CH2:43][CH2:44][CH2:45][CH2:46][CH3:47].[NH2:32][CH2:33][CH2:34][OH:35]>>[CH2:1]([CH3:2])[c:3]1[c:4]([CH3:31])[c:5]([NH:22][C:23](=[O:30])[NH:32][CH2:33][CH2:34][OH:35])[c:6]([CH3:21])[c:7]2[c:11]1[O:10][CH2:9][CH:8]2[c:12]1[cH:13][cH:14][c:15]([CH:18]([CH3:19])[CH3:20])[cH:16][cH:17]1.